Dataset: the Open Reaction Database (ORD), a public repository of structured organic reaction records. Task: describe an organic reaction: reactants, conditions, products, and yield Reactants: CCc1cc(-c2ncon2)c(C)nc1OC, CC#N, C[Si](C)(C)Cl, [I-], [Na+], O. The product is CCc1cc(-c2ncon2)c(C)[nH]c1=O. As a reaction SMILES: [CH2:1]([CH3:2])[c:3]1[c:4]([O:15][CH3:16])[n:5][c:6]([CH3:14])[c:7](-[c:9]2[n:10][o:11][cH:12][n:13]2)[cH:8]1.[CH3:19][C:20]#[N:21].[Cl:22][Si:23]([CH3:24])([CH3:25])[CH3:26].[I-:18].[Na+:17].[OH2:27]>>[CH2:1]([CH3:2])[c:3]1[c:4](=[O:15])[nH:5][c:6]([CH3:14])[c:7](-[c:9]2[n:10][o:11][cH:12][n:13]2)[cH:8]1. The reactants are CCOC(=O)c1cc(Cl)c(C)s1, CCO, [Na+], C1CCOC1, [OH-]. The product is Cc1sc(C(=O)O)cc1Cl. As a reaction SMILES: [CH2:1]([CH3:2])[O:3][C:4](=[O:5])[c:6]1[s:7][c:8]([CH3:12])[c:9]([Cl:11])[cH:10]1.[CH3:13][CH2:14][OH:15].[Na+:22].[O:16]1[CH2:17][CH2:18][CH2:19][CH2:20]1.[OH-:21]>>[O:3]=[C:4]([OH:5])[c:6]1[s:7][c:8]([CH3:12])[c:9]([Cl:11])[cH:10]1. Starting materials: C(C)(C)(C)OC(N[C@@H]1CC[C@H](CC1)C(N(C)OC)=O)=O ([trans-4-(methoxy-methyl-carbamoyl)-cyclohexyl]-carbamic acid tert-butyl ester), O=C1COC2=C(N1)C=C(C=C2)C=O (3-oxo-3,4-dihydro-2H-benzo[1,4]oxazine-6-carbaldehyde), 1.c, C(C)OC1=CC=CC2=C1N=CS2 (4-ethoxy-benzothiazole). Yields the product C(C)OC1=CC=CC2=C1N=C(S2)C(=O)[C@@H]2CC[C@H](CC2)NCC=2C=CC1=C(NC(CO1)=O)C2 (6-{[trans-4-(4-ethoxy-benzothiazole-2-carbonyl)-cyclohexylamino]-methyl}-4H-benzo[1,4]oxazin-3-one), solid. RXN SMILES: [CH2:1]([O:3][C:4]1[C:9]2[N:10]=[CH:11][S:12][C:8]=2[CH:7]=[CH:6][CH:5]=1)[CH3:2].C(O[C:18](=O)[NH:19][C@H:20]1[CH2:25][CH2:24][C@H:23]([C:26](=[O:31])N(OC)C)[CH2:22][CH2:21]1)(C)(C)C.[O:33]=[C:34]1[NH:39][C:38]2[CH:40]=[C:41](C=O)[CH:42]=[CH:43][C:37]=2[O:36][CH2:35]1>>[CH2:1]([O:3][C:4]1[C:9]2[N:10]=[C:11]([C:26]([C@H:23]3[CH2:22][CH2:21][C@H:20]([NH:19][CH2:18][C:41]4[CH:42]=[CH:43][C:37]5[O:36][CH2:35][C:34](=[O:33])[NH:39][C:38]=5[CH:40]=4)[CH2:25][CH2:24]3)=[O:31])[S:12][C:8]=2[CH:7]=[CH:6][CH:5]=1)[CH3:2]. Reported procedure: The title compound was prepared according to the same protocol as that described for example 1, steps 1.a to 1.c, starting from 4-ethoxy-benzothiazole (5 mmol), [trans-4-(methoxy-methyl-carbamoyl)-cyclohexyl]-carbamic acid tert-butyl ester (2.5 mmol) and 3-oxo-3,4-dihydro-2H-benzo[1,4]oxazine-6-carbaldehyde (0.3 mmol). A yellowish solid (9 mg) was obtained. Starting materials: FC1=C(C=CC(=C1F)F)[N+](=O)[O-] (2,3,4-trifluoronitrobenzene), [OH-].[Ca+2].[OH-] (calcium hydroxide), S(O)(O)(=O)=O (sulfuric acid). Run in O (water). Conditions: time 6 hour. The product is FC1=C(C(=CC=C1F)[N+](=O)[O-])O (2,3-difluoro-6-nitrophenol). As a reaction SMILES: F[C:2]1[C:7]([F:8])=[C:6]([F:9])[CH:5]=[CH:4][C:3]=1[N+:10]([O-:12])=[O:11].[OH-].[Ca+2].[OH-].S(=O)(=O)(O)[OH:17]>O>[F:8][C:7]1[C:6]([F:9])=[CH:5][CH:4]=[C:3]([N+:10]([O-:12])=[O:11])[C:2]=1[OH:17] |f:1.2.3|. Procedure details: 1.77 kg (10 mol) of 2,3,4-trifluoronitrobenzene and 1.56 kg (21-mol) of calcium hydroxide are heated to 70° C. in 5 l of water and the mixture is well stirred. The reaction is finished after about 6 h, as can be detected by gas chromatography. The mixture is acidified to pH 1.5 with 70% strength sulfuric acid and worked up as described in Examples 1 and 2 (the alkaline solution can also be filtered from inorganic salts at 60° C. before acidification). 1.40 kg of yellow 2,3-difluoro-6-nitrophenol... Yields the product Cc1cn(-c2cc(C(=O)Nc3ccc(C)c(C=O)c3)cc(C(F)(F)F)c2)cn1. As a reaction SMILES: [CH3:1][N:2]1[CH2:3][CH2:4][N:5]([CH2:6][c:7]2[cH:8][cH:9][c:10]([C:11]([NH:12][c:13]3[cH:14][cH:15][c:16]([CH3:17])[c:18]([C:20]([O:21][CH3:22])=[O:23])[cH:19]3)=[O:24])[cH:25][cH:26]2)[CH2:27][CH2:28]1.[F:29][C:30]([c:31]1[cH:32][c:33]([C:34](=[O:35])[NH:36][c:37]2[cH:38][cH:39][c:40]([CH3:47])[c:41]([C:42](=[O:43])[O:44][CH3:45])[cH:46]2)[cH:48][c:49](-[n:51]2[cH:52][n:53][c:54]([CH3:56])[cH:55]2)[cH:50]1)([F:57])[F:58]>>[F:29][C:30]([c:31]1[cH:32][c:33]([C:34](=[O:35])[NH:36][c:37]2[cH:38][cH:39][c:40]([CH3:47])[c:41]([CH:42]=[O:43])[cH:46]2)[cH:48][c:49](-[n:51]2[cH:52][n:53][c:54]([CH3:56])[cH:55]2)[cH:50]1)([F:57])[F:58]. Reactants: COC(=O)c1cc(NC(=O)c2ccc(CN3CCN(C)CC3)cc2)ccc1C, COC(=O)c1cc(NC(=O)c2cc(-n3cnc(C)c3)cc(C(F)(F)F)c2)ccc1C. The reactants are S1C=C(C=C1)CCNC(C1=CC=CC=C1)=O (N-(2-(Thiophen-3-yl)ethyl)benzamide), P(=O)(Cl)(Cl)Cl (phosphorous oxychloride), O=P12OP3(=O)OP(=O)(O1)OP(=O)(O2)O3 (phosphorous pentoxide). Solvent: xylenes. The product is C1(=CC=CC=C1)C1=NCCC2=C1SC=C2 (7-Phenyl-4,5-dihydrothieno[2,3-c]pyridine). Yield: 92.6%. Reaction SMILES: [S:1]1[CH:5]=[CH:4][C:3]([CH2:6][CH2:7][NH:8][C:9](=O)[C:10]2[CH:15]=[CH:14][CH:13]=[CH:12][CH:11]=2)=[CH:2]1.P(Cl)(Cl)(Cl)=O.O=P12OP3(OP(OP(O3)(O1)=O)(=O)O2)=O>>[C:10]1([C:9]2[C:2]3[S:1][CH:5]=[CH:4][C:3]=3[CH2:6][CH2:7][N:8]=2)[CH:15]=[CH:14][CH:13]=[CH:12][CH:11]=1. Reported procedure: N-(2-(Thiophen-3-yl)ethyl)benzamide (1.5 g, 6.48 mmol) suspended in xylenes (20 mL) was treated with phosphorous oxychloride (3.62 mL, 38 mmol) and phosphorous pentoxide (5.39 g, 19 mmol). The mixture was heated to reflux for 3 h and the volatiles were removed in vacuo. The residue was diluted with cold water and ethyl acetate. 5 N sodium hydroxide was added and the mixture and the layers were separated. The aqueous layer was extracted twice more with ethyl acetate. All the organic layers were c...